This data is from the Open Reaction Database (ORD), a public repository of structured organic reaction records. The task is: describe an organic reaction: reactants, conditions, products, and yield The reactants are [N+](=O)([O-])C1=C(C=CC=C1)N=C=O (2-Nitrophenyl isocyanate), NC1=CC=CC=C1 (aniline), CCCCCC (Hexane). Run in C1(=CC=CC=C1)C (toluene). Reaction conditions: temperature 20 celsius, time 30 minute. Product: [N+](=O)([O-])C1=C(C=CC=C1)NC(=O)NC1=CC=CC=C1 (N-(2-Nitrophenyl)-N'-phenyl-urea). RXN SMILES: [N+:1]([C:4]1[CH:9]=[CH:8][CH:7]=[CH:6][C:5]=1[N:10]=[C:11]=[O:12])([O-:3])=[O:2].[NH2:13][C:14]1[CH:19]=[CH:18][CH:17]=[CH:16][CH:15]=1.CCCCCC>C1(C)C=CC=CC=1>[N+:1]([C:4]1[CH:9]=[CH:8][CH:7]=[CH:6][C:5]=1[NH:10][C:11]([NH:13][C:14]1[CH:19]=[CH:18][CH:17]=[CH:16][CH:15]=1)=[O:12])([O-:3])=[O:2]. Procedure details: To a solution of 2-Nitrophenyl isocyanate (3.34 g) in 100 mL of toluene was added aniline (2 g). The mixture was stirred at 20° C. for 30 min. Hexane (300 mL) was added and the resulting solid was filtered and dried to yield N-(2-Nitrophenyl)-N'-phenyl-urea as a light yellow solid. Starting materials: OB(C1=CC=C(C(=O)O)C=C1)O (4-(dihydroxyboryl)benzoic acid), OC(C)(C)C(C)(C)O (pinacol). The solvent is C1(=CC=CC=C1)C (toluene). Product: CC1(OB(OC1(C)C)C1=CC=C(C(=O)O)C=C1)C (4-(4,4,5,5-tetramethyl-1,3,2-dioxaborolan-2-yl)benzoic acid). Reaction SMILES: [OH:1][B:2]([OH:12])[C:3]1[CH:11]=[CH:10][C:6]([C:7]([OH:9])=[O:8])=[CH:5][CH:4]=1.O[C:14]([C:17](O)([CH3:19])[CH3:18])([CH3:16])[CH3:15]>C1(C)C=CC=CC=1>[CH3:15][C:14]1([CH3:16])[C:17]([CH3:19])([CH3:18])[O:12][B:2]([C:3]2[CH:11]=[CH:10][C:6]([C:7]([OH:9])=[O:8])=[CH:5][CH:4]=2)[O:1]1. Procedure details: A solution of 4-(dihydroxyboryl)benzoic acid (1.66 g, 10 mmol) and pinacol (12 mmol) in toluene (70 mL) was refluxed in a Dean-Stark apparatus for 16 hours and concentrated. The concentrate was triturated with diethyl ether and filtered to provide the desired product of sufficient purity for subsequent use. Reactants: ClCC(=O)N1CN(C(C1)=O)C1=C(C(=CC=C1)Cl)C (1-(2-Chloro-acetyl)-3-(3-chloro-2-methyl-phenyl)-imidazolidin-4-one), N1N=CC=2C1=NC=CC2 (1H-Pyrazolo[3,4-b]pyridine), C([O-])([O-])=O.[Cs+].[Cs+] (Cesium carbonate). The solvent is CN(C)C=O (DMF), C(C)(=O)OCC (ethyl acetate). Conditions: time 8 hour. Yields the product ClC=1C(=C(C=CC1)N1CN(CC1=O)C(CN1N=CC=2C1=NC=CC2)=O)C (3-(3-Chloro-2-methyl-phenyl)-1-(2-pyrazolo[3,4-b]pyridin-1-yl-acetyl)-imidazolidin-4-one). Reaction SMILES: Cl[CH2:2][C:3]([N:5]1[CH2:9][C:8](=[O:10])[N:7]([C:11]2[CH:16]=[CH:15][CH:14]=[C:13]([Cl:17])[C:12]=2[CH3:18])[CH2:6]1)=[O:4].[NH:19]1[C:23]2=[N:24][CH:25]=[CH:26][CH:27]=[C:22]2[CH:21]=[N:20]1.C(=O)([O-])[O-].[Cs+].[Cs+]>CN(C=O)C.C(OCC)(=O)C>[Cl:17][C:13]1[C:12]([CH3:18])=[C:11]([N:7]2[C:8](=[O:10])[CH2:9][N:5]([C:3](=[O:4])[CH2:2][N:19]3[C:23]4=[N:24][CH:25]=[CH:26][CH:27]=[C:22]4[CH:21]=[N:20]3)[CH2:6]2)[CH:16]=[CH:15][CH:14]=1 |f:2.3.4|. Reported procedure: A mixture of 1-(2-Chloro-acetyl)-3-(3-chloro-2-methyl-phenyl)-imidazolidin-4-one (230 mg, 0.8 mmol, 1 eq), 1H-Pyrazolo[3,4-b]pyridine (96 mg, 0.8 mmol, 1 eq), Cesium carbonate (653 mg, 2.0 mmol, 2.5 eq) in DMF (6 ml) was stirred at room temperature overnight. It was diluted with ethyl acetate, washed with water and purified with HPLC to give the desired product. LCMS observed for (M+H)+: 370.1 As a reaction SMILES: [C:41](=[O:42])([O-:43])[O-:44].[CH3:26][n:27]1[n:28][cH:29][c:30]([B:32]2[O:33][C:34]([CH3:35])([CH3:36])[C:37]([CH3:38])([CH3:39])[O:40]2)[cH:31]1.[Cl:1][c:2]1[cH:3][c:4]([NH:22][C:23]([CH3:24])=[O:25])[c:5]2[c:6]([n:7]1)[n:8]([CH2:11][c:12]1[cH:13][c:14]3[cH:15][cH:16][cH:17][n:18][c:19]3[cH:20][cH:21]1)[n:9][n:10]2.[Na+:45].[Na+:46].[O:47]1[CH2:48][CH2:49][O:50][CH2:51][CH2:52]1.[OH2:53]>>[c:2]1(-[c:30]2[cH:29][n:28][n:27]([CH3:26])[cH:31]2)[cH:3][c:4]([NH:22][C:23]([CH3:24])=[O:25])[c:5]2[c:6]([n:7]1)[n:8]([CH2:11][c:12]1[cH:13][c:14]3[cH:15][cH:16][cH:17][n:18][c:19]3[cH:20][cH:21]1)[n:9][n:10]2. The product is CC(=O)Nc1cc(-c2cnn(C)c2)nc2c1nnn2Cc1ccc2ncccc2c1. The reactants are O=C([O-])[O-], Cn1cc(B2OC(C)(C)C(C)(C)O2)cn1, CC(=O)Nc1cc(Cl)nc2c1nnn2Cc1ccc2ncccc2c1, [Na+], [Na+], C1COCCO1, O.